This data is from the Open Reaction Database (ORD), a public repository of structured organic reaction records. The task is: describe an organic reaction: reactants, conditions, products, and yield Starting materials: ClC=1C=C(C(=O)OO)C=CC1 (m-chloroperoxybenzoic acid), C(C=CC)N1C(=C(C=2C1=C(N=NC2)OCC2=CC=C(C=C2)F)C)C (1-(2-butenyl)-7-(4-fluorobenzyloxy)-2,3-dimethylpyrrolo[2,3-d]pyridazine). The solvent is ClCCl (dichloromethane), ClCCl (dichloromethane). Run at time 30 minute. The product is C(C=CC)N1C(=C(C=2C1=C(N=[N+](C2)[O-])OCC2=CC=C(C=C2)F)C)C (1-(2-Butenyl)-7-(4-fluorobenzyloxy)-2,3-dimethylpyrrolo[2,3-d]pyridazine-5-oxide). Isolated yield 63.6%. As a reaction SMILES: ClC1C=C(C=CC=1)C(OO)=[O:6].[CH2:12]([N:16]1[C:20]2=[C:21]([O:25][CH2:26][C:27]3[CH:32]=[CH:31][C:30]([F:33])=[CH:29][CH:28]=3)[N:22]=[N:23][CH:24]=[C:19]2[C:18]([CH3:34])=[C:17]1[CH3:35])[CH:13]=[CH:14][CH3:15]>ClCCl>[CH2:12]([N:16]1[C:20]2=[C:21]([O:25][CH2:26][C:27]3[CH:28]=[CH:29][C:30]([F:33])=[CH:31][CH:32]=3)[N:22]=[N+:23]([O-:6])[CH:24]=[C:19]2[C:18]([CH3:34])=[C:17]1[CH3:35])[CH:13]=[CH:14][CH3:15]. Procedure details: A solution of 0.72 g (0.0029 mole) of m-chloroperoxybenzoic acid (purity: 700%) in 20 ml of dichloromethane was added to a solution of 0.72 g (0.0029 mole) of 1-(2-butenyl)-7-(4-fluorobenzyloxy)-2,3-dimethylpyrrolo[2,3-d]pyridazine in 70 ml of dichloromethane at room temperature and the resulting mixture was stirred at the same temperature for 30 minutes. After completion of the reaction, the reaction mixture was washed three times with 40 ml each of a saturated aqueous solution of sodium hydrog... Reactants: CN(C)C(=[N+](C)C)ON1C2=C(C=CC=C2)N=N1.[B-](F)(F)(F)F (TBTU), C(C)(C)(C)[SiH2]OC(C=1C=C(C=CC1Cl)CCN)(C)C (2-[3-(tert-butyl-dimethyl-silanyloxymethyl)-4-chloro-phenyl]-ethylamine), FC(CC(=O)O)(F)F (3,3,3-trifluoropropionic acid), CCN(C(C)C)C(C)C (DIPEA). The solvent is C(Cl)Cl (CH2Cl2), C(Cl)Cl (CH2Cl2). Run at time 1 hour. The product is C(C)(C)(C)[SiH2]OC(C=1C=C(C=CC1Cl)CCNC(CC(F)(F)F)=O)(C)C (N-{2-[3-(tert-Butyl-dimethyl-silanyloxymethyl)-4-chloro-phenyl]-ethyl}-3,3,3-trifluoro-propionamide). Yield: 28.2%. RXN SMILES: CN(C(ON1N=NC2C=CC=CC1=2)=[N+](C)C)C.[B-](F)(F)(F)F.[C:23]([SiH2:27][O:28][C:29]([CH3:41])([CH3:40])[C:30]1[CH:31]=[C:32]([CH2:37][CH2:38][NH2:39])[CH:33]=[CH:34][C:35]=1[Cl:36])([CH3:26])([CH3:25])[CH3:24].[F:42][C:43]([F:49])([F:48])[CH2:44][C:45](O)=[O:46].CCN(C(C)C)C(C)C>C(Cl)Cl>[C:23]([SiH2:27][O:28][C:29]([CH3:41])([CH3:40])[C:30]1[CH:31]=[C:32]([CH2:37][CH2:38][NH:39][C:45](=[O:46])[CH2:44][C:43]([F:49])([F:48])[F:42])[CH:33]=[CH:34][C:35]=1[Cl:36])([CH3:26])([CH3:25])[CH3:24] |f:0.1|. Procedure details: TBTU (2.09 g, 6.50 mmol) was added to a sol. of 2-[3-(tert-butyl-dimethyl-silanyloxymethyl)-4-chloro-phenyl]-ethylamine (1.30 g, 4.33 mmol), 3,3,3-trifluoropropionic acid (0.574 mL, 6.50 mmol) and DIPEA (2.97 mL, 17.3 mmol) in CH2Cl2 (43 mL). The mixture was stirred for 1 h, and CH2Cl2 was added. The mixture was washed with aq. sat. NH4Cl, aq. 10% Na2CO3 and brine. The org. layer was dried over MgSO4, filtered, and the solvents were removed under reduced pressure. Purification of the crude by FC... Starting materials: NC1=NC=CC(=N1)C1=CN=C(N1C(C)C)C (2-Amino-4-(1-isopropyl-2-methyl-1H-imidazol-5-yl)pyrimidine), BrC1=CC=C(C=C1)N1CCN(CC1)S(=O)(=O)C (1-bromo-4-(4-mesylpiperazinyl)benzene), C(C)(C)(C)P(C1=C(C=CC=C1)C1=CC=CC=C1)C(C)(C)C (2-(di-tert-butylphosphino)biphenyl), CC(C)([O-])C.[Na+] (sodium tert-butoxide). Reagents/catalysts: C=1C=CC(=CC1)/C=C/C(=O)/C=C/C2=CC=CC=C2.C=1C=CC(=CC1)/C=C/C(=O)/C=C/C2=CC=CC=C2.C=1C=CC(=CC1)/C=C/C(=O)/C=C/C2=CC=CC=C2.[Pd].[Pd] (tris(dibenzylideneacetone)dipalladium(0)). Solvent: O1CCOCC1 (1,4-dioxane), CO.C(Cl)Cl (MeOH DCM). Run at temperature 95 celsius. Yields the product S(=O)(=O)(C)N1CCN(CC1)C1=CC=C(NC2=NC=CC(=N2)C2=CN=C(N2C(C)C)C)C=C1 (2-[4-(4-Mesylpiperazin-1-yl)anilino]-4-(1-isopropyl-2-methyl-1H-imidazol-5-yl)pyrimidine). As a reaction SMILES: [NH2:1][C:2]1[N:7]=[C:6]([C:8]2[N:12]([CH:13]([CH3:15])[CH3:14])[C:11]([CH3:16])=[N:10][CH:9]=2)[CH:5]=[CH:4][N:3]=1.Br[C:18]1[CH:23]=[CH:22][C:21]([N:24]2[CH2:29][CH2:28][N:27]([S:30]([CH3:33])(=[O:32])=[O:31])[CH2:26][CH2:25]2)=[CH:20][CH:19]=1.C(P(C(C)(C)C)C1C=CC=CC=1C1C=CC=CC=1)(C)(C)C.CC(C)([O-])C.[Na+]>O1CCOCC1.C1C=CC(/C=C/C(/C=C/C2C=CC=CC=2)=O)=CC=1.C1C=CC(/C=C/C(/C=C/C2C=CC=CC=2)=O)=CC=1.C1C=CC(/C=C/C(/C=C/C2C=CC=CC=2)=O)=CC=1.[Pd].[Pd].CO.C(Cl)Cl>[S:30]([N:27]1[CH2:28][CH2:29][N:24]([C:21]2[CH:20]=[CH:19][C:18]([NH:1][C:2]3[N:7]=[C:6]([C:8]4[N:12]([CH:13]([CH3:14])[CH3:15])[C:11]([CH3:16])=[N:10][CH:9]=4)[CH:5]=[CH:4][N:3]=3)=[CH:23][CH:22]=2)[CH2:25][CH2:26]1)([CH3:33])(=[O:31])=[O:32] |f:3.4,6.7.8.9.10,11.12|. Reported procedure: 2-Amino-4-(1-isopropyl-2-methyl-1H-imidazol-5-yl)pyrimidine (Method 39 of WO 03/076436; 220 mg, 1 mmol), 1-bromo-4-(4-mesylpiperazinyl)benzene (WO 2001062742; 319 mg, 1 mmol), tris(dibenzylideneacetone)dipalladium(0) (23 mg, 2 mol %), 2-(di-tert-butylphosphino)biphenyl (6 mg, 2 mol %) and sodium tert-butoxide (135 mg, 1.4 mmol) in anhydrous 1,4-dioxane (10 ml) was evacuated and refilled with nitrogen (3 times). The reaction was heated under nitrogen at 95° C. overnight before evaporating under r... Reactants: C1CCC2=CC(=CC=C12)C1=C(C(=NN1C)C(C)=NN)O (5-(2,3-Dihydro-1H-inden-5-yl)-3-(1-hydrazonoethyl)-1-methyl-1H-pyrazol-4-ol), N(=C=S)C1=CC=C(C(=O)O)C=C1 (4-isothiocyanatobenzoic acid), O (water). The solvent is CN(C=O)C (N,N-dimethylformamide). Yields the product C1CCC2=CC(=CC=C12)C1=C(C(=NN1C)C(C)=NNC(NC1=CC=C(C(=O)O)C=C1)=S)O (4-(2-{1-[5-(2,3-Dihydro-1H-inden-5-yl)-4-hydroxy-1-methyl-1H-pyrazol-3-yl]ethylidene}hydrazinecarbothioamido)benzoic acid). Isolated yield 79.3%. Reaction SMILES: [CH2:1]1[C:9]2[C:4](=[CH:5][C:6]([C:10]3[N:14]([CH3:15])[N:13]=[C:12]([C:16](=[N:18][NH2:19])[CH3:17])[C:11]=3[OH:20])=[CH:7][CH:8]=2)[CH2:3][CH2:2]1.[N:21]([C:24]1[CH:32]=[CH:31][C:27]([C:28]([OH:30])=[O:29])=[CH:26][CH:25]=1)=[C:22]=[S:23].O>CN(C)C=O>[CH2:1]1[C:9]2[C:4](=[CH:5][C:6]([C:10]3[N:14]([CH3:15])[N:13]=[C:12]([C:16](=[N:18][NH:19][C:22](=[S:23])[NH:21][C:24]4[CH:25]=[CH:26][C:27]([C:28]([OH:30])=[O:29])=[CH:31][CH:32]=4)[CH3:17])[C:11]=3[OH:20])=[CH:7][CH:8]=2)[CH2:3][CH2:2]1. Procedure: 5-(2,3-Dihydro-1H-inden-5-yl)-3-(1-hydrazonoethyl)-1-methyl-1H-pyrazol-4-ol (47 mg, 0.174 mmol) in N,N-dimethylformamide (0.94 mL) was stirred with 4-isothiocyanatobenzoic acid (33 mg, 0.184 mmol) at room temperature for 4 hours and 40 minutes. After the reaction, 0.94 mL of water was added, and the resulting pale yellow solid was collected by filtration, washed with water and dried under reduced pressure to obtain the desired product (62 mg, 79% yield). The reactants are COC1=C(C=CC=C1)N1CCN(CC1)CCCC(=O)OCC1=CC=C2CCC(NC2=C1)=O ((2-Oxo-1,2,3,4-tetrahydroquinolin-7-yl)methyl 4-(4-(2-methoxyphenyl)piperazin-1-yl)butanoate), Cl (hydrochloride). The product is Cl.COC1=C(C=CC=C1)N1CCN(CC1)CCCC(=O)OCC1=CC=C2CCC(NC2=C1)=O ((2-Oxo-1,2,3,4-tetrahydroquinolin-7-yl)methyl 4-(4-(2-methoxyphenyl)piperazin-1-yl)butanoate hydrochloride). As a reaction SMILES: [CH3:1][O:2][C:3]1[CH:8]=[CH:7][CH:6]=[CH:5][C:4]=1[N:9]1[CH2:14][CH2:13][N:12]([CH2:15][CH2:16][CH2:17][C:18]([O:20][CH2:21][C:22]2[CH:31]=[C:30]3[C:25]([CH2:26][CH2:27][C:28](=[O:32])[NH:29]3)=[CH:24][CH:23]=2)=[O:19])[CH2:11][CH2:10]1.[ClH:33]>>[ClH:33].[CH3:1][O:2][C:3]1[CH:8]=[CH:7][CH:6]=[CH:5][C:4]=1[N:9]1[CH2:10][CH2:11][N:12]([CH2:15][CH2:16][CH2:17][C:18]([O:20][CH2:21][C:22]2[CH:31]=[C:30]3[C:25]([CH2:26][CH2:27][C:28](=[O:32])[NH:29]3)=[CH:24][CH:23]=2)=[O:19])[CH2:13][CH2:14]1 |f:2.3|. Procedure: (2-Oxo-1,2,3,4-tetrahydroquinolin-7-yl)methyl 4-(4-(2-methoxyphenyl)piperazin-1-yl)butanoate hydrochloride (39c) (Scheme 7) was prepared from the compound 38c according to the protocol described for the compound 39a (Example 49). The hydrochloride salt 39c gave satisfactory 1H NMR spectral data. White solid, 0.05 g (31%). MS (ESI): m/z=438.2 (M+H+). The reactants are COCC(=O)Cl (Methoxy-acetyl chloride), COC(=O)C=1C=C(C2=C(S(CC3=C(O2)C(=CC(=C3)NCCN3CCCC3)Cl)(=O)=O)C1)C (4-Chloro-6-methyl-10,10-dioxo-2-(2-pyrrolidin-1-yl-ethylamino)-10,11-dihydro-5-oxa-10lambda*6*-thia-dibenzo[a,d]cycloheptene-8-carboxylic acid methyl ester), CO (methanol). The solvent is O (water). Reaction conditions: temperature 80 celsius, time 2 hour. Yields the product COC(=O)C=1C=C(C2=C(S(CC3=C(O2)C(=CC(=C3)N(CCN3CCCC3)C(COC)=O)Cl)(=O)=O)C1)C (4-Chloro-2-[(2-methoxy-acetyl)-(2-pyrrolidin-1-yl-ethyl)-amino]-6-methyl-10,10-dioxo-10,11-dihydro-5-oxa-10lambda*6*-thia-dibenzo[a,d]cycloheptene-8-carboxylic acid methyl ester). RXN SMILES: [CH3:1][O:2][CH2:3][C:4](Cl)=[O:5].[CH3:7][O:8][C:9]([C:11]1[CH:12]=[C:13]([CH3:37])[C:14]2[O:20][C:19]3[C:21]([Cl:33])=[CH:22][C:23]([NH:25][CH2:26][CH2:27][N:28]4[CH2:32][CH2:31][CH2:30][CH2:29]4)=[CH:24][C:18]=3[CH2:17][S:16](=[O:35])(=[O:34])[C:15]=2[CH:36]=1)=[O:10].CO>O>[CH3:7][O:8][C:9]([C:11]1[CH:12]=[C:13]([CH3:37])[C:14]2[O:20][C:19]3[C:21]([Cl:33])=[CH:22][C:23]([N:25]([C:4](=[O:5])[CH2:3][O:2][CH3:1])[CH2:26][CH2:27][N:28]4[CH2:29][CH2:30][CH2:31][CH2:32]4)=[CH:24][C:18]=3[CH2:17][S:16](=[O:34])(=[O:35])[C:15]=2[CH:36]=1)=[O:10]. Procedure details: Methoxy-acetyl chloride (0.6 mL, 6.4 mmol) was added to a solution of Example 72k (0.3 g, 0.64 mmol) with stirring. The temperature was raised to 80° C. and stirring continued for 2 h. The reaction mixture was treated with methanol (1 mL), water and extracted with chloroform. The organic layer was washed with water, brine, dried and purified using flash chromatography (silica gel, methanol/chloroform) to obtain the title compound as a white solid. Yield: 0.260 g (75.14%); 1H NMR (DMSO-d6): δ 0.7...